Task: describe an organic reaction: reactants, conditions, products, and yield. Dataset: the Open Reaction Database (ORD), a public repository of structured organic reaction records Starting materials: C1CCOC1, COC(=O)CCCCCCCCO, O=C1NC(=O)N(c2ccccc2)C1c1ccccc1, c1ccc(P(c2ccccc2)c2ccccc2)cc1. Yields the product COC(=O)CCCCCCCCN1C(=O)C(c2ccccc2)N(c2ccccc2)C1=O. As a reaction SMILES: [CH2:52]1[O:53][CH2:54][CH2:55][CH2:56]1.[OH:1][CH2:2][CH2:3][CH2:4][CH2:5][CH2:6][CH2:7][CH2:8][CH2:9][C:10](=[O:11])[O:12][CH3:13].[c:14]1([N:20]2[C:21](=[O:32])[NH:22][C:23](=[O:31])[CH:24]2[c:25]2[cH:26][cH:27][cH:28][cH:29][cH:30]2)[cH:15][cH:16][cH:17][cH:18][cH:19]1.[c:33]1([P:34]([c:35]2[cH:36][cH:37][cH:38][cH:39][cH:40]2)[c:41]2[cH:42][cH:43][cH:44][cH:45][cH:46]2)[cH:47][cH:48][cH:49][cH:50][cH:51]1>>[CH2:2]([CH2:3][CH2:4][CH2:5][CH2:6][CH2:7][CH2:8][CH2:9][C:10](=[O:11])[O:12][CH3:13])[N:22]1[C:21](=[O:32])[N:20]([c:14]2[cH:15][cH:16][cH:17][cH:18][cH:19]2)[CH:24]([c:25]2[cH:26][cH:27][cH:28][cH:29][cH:30]2)[C:23]1=[O:31].